Dataset: the Open Reaction Database (ORD), a public repository of structured organic reaction records. Task: describe an organic reaction: reactants, conditions, products, and yield Starting materials: OC=1C=C(C=CC1OC)CC1NC(NC1)=O (4-[(3-Hydroxy-4-methoxyphenyl)methyl]-2-imidazolidinone), C([O-])([O-])=O.[K+].[K+] (potassium carbonate), O (water), C1(CCCC1)Br (cyclopentyl bromide). The solvent is CS(=O)C (dimethylsulphoxide). Reaction conditions: temperature 60 celsius, time 30 minute. Product: C1(CCCC1)OC=1C=C(C=CC1OC)CC1NC(NC1)=O (4-[(3-Cyclopentyloxy-4-methoxyphenyl)methyl]-2-imidazolidinone). Yield: 73.4%. As a reaction SMILES: [OH:1][C:2]1[CH:3]=[C:4]([CH2:10][CH:11]2[CH2:15][NH:14][C:13](=[O:16])[NH:12]2)[CH:5]=[CH:6][C:7]=1[O:8][CH3:9].C(=O)([O-])[O-].[K+].[K+].[CH:23]1(Br)[CH2:27][CH2:26][CH2:25][CH2:24]1.O>CS(C)=O>[CH:23]1([O:1][C:2]2[CH:3]=[C:4]([CH2:10][CH:11]3[CH2:15][NH:14][C:13](=[O:16])[NH:12]3)[CH:5]=[CH:6][C:7]=2[O:8][CH3:9])[CH2:27][CH2:26][CH2:25][CH2:24]1 |f:1.2.3|. Procedure details: To the solution of 22.22 g (100 mmoles) of the product obtained in Example 3, step (a) in 220 ml of dimethylsulphoxide, 27 g of powdered anhydrous potassium carbonate are added and the suspension is stirred at 60° C. for 30 minutes, then 12.9 ml (120 mmoles) of cyclopentyl bromide are portionwise added during 60 minutes while the temperature is kept at 60° C. The suspension is further stirred at 60° C. for 20 hours, then cooled to 25° C. and poured into 800 ml of water. The aqueous emulsion is e... The reactants are CC(C)(C)OC(=O)C[Zn+], [Cl-], C[Si](C)(C)CCOCN1C(=O)C2(Cc3cc(I)c([N+](=O)[O-])cc3C2)c2cccnc21, O=C(C=Cc1ccccc1)C=Cc1ccccc1, O=C(C=Cc1ccccc1)C=Cc1ccccc1, O=C(C=Cc1ccccc1)C=Cc1ccccc1, [Pd], [Pd]. Yields the product CC(C)(C)OC(=O)Cc1cc2c(cc1[N+](=O)[O-])CC1(C2)C(=O)N(COCC[Si](C)(C)C)c2ncccc21. As a reaction SMILES: [C:32]([CH3:33])([CH3:34])([CH3:35])[O:36][C:37]([CH2:38][Zn+:39])=[O:40].[Cl-:31].[I:1][c:2]1[cH:3][c:4]2[c:8]([cH:9][c:10]1[N+:11](=[O:12])[O-:13])[CH2:7][C:6]1([CH2:5]2)[C:14](=[O:30])[N:15]([CH2:22][O:23][CH2:24][CH2:25][Si:26]([CH3:27])([CH3:28])[CH3:29])[c:16]2[n:17][cH:18][cH:19][cH:20][c:21]21.[O:43]=[C:44]([CH:45]=[CH:46][c:47]1[cH:48][cH:49][cH:50][cH:51][cH:52]1)[CH:53]=[CH:54][c:55]1[cH:56][cH:57][cH:58][cH:59][cH:60]1.[O:61]=[C:62]([CH:63]=[CH:64][c:65]1[cH:66][cH:67][cH:68][cH:69][cH:70]1)[CH:71]=[CH:72][c:73]1[cH:74][cH:75][cH:76][cH:77][cH:78]1.[O:79]=[C:80]([CH:81]=[CH:82][c:83]1[cH:84][cH:85][cH:86][cH:87][cH:88]1)[CH:89]=[CH:90][c:91]1[cH:92][cH:93][cH:94][cH:95][cH:96]1.[Pd:41].[Pd:42]>>[c:2]1([CH2:38][C:37]([O:36][C:32]([CH3:33])([CH3:34])[CH3:35])=[O:40])[cH:3][c:4]2[c:8]([cH:9][c:10]1[N+:11](=[O:12])[O-:13])[CH2:7][C:6]1([CH2:5]2)[C:14](=[O:30])[N:15]([CH2:22][O:23][CH2:24][CH2:25][Si:26]([CH3:27])([CH3:28])[CH3:29])[c:16]2[n:17][cH:18][cH:19][cH:20][c:21]21. The reactants are C(C=C)N1CCN(CC1)C1=NC=C(C=C1)[N+](=O)[O-] (1-allyl-4-(5-nitropyridin-2-yl)piperazine), O.O.[Sn](Cl)Cl (tin(II) chloride dihydrate). Solvent: CO (methanol). Run at temperature 70 celsius, time 4 hour. The product is C(C=C)N1CCN(CC1)C1=CC=C(C=N1)N (6-(4-Allylpiperazin-1-yl)pyridine-3-amine). Reaction SMILES: [CH2:1]([N:4]1[CH2:9][CH2:8][N:7]([C:10]2[CH:15]=[CH:14][C:13]([N+:16]([O-])=O)=[CH:12][N:11]=2)[CH2:6][CH2:5]1)[CH:2]=[CH2:3].O.O.[Sn](Cl)Cl>CO>[CH2:1]([N:4]1[CH2:5][CH2:6][N:7]([C:10]2[N:11]=[CH:12][C:13]([NH2:16])=[CH:14][CH:15]=2)[CH2:8][CH2:9]1)[CH:2]=[CH2:3] |f:1.2.3|. Procedure details: 2.2 g (8.86 mmol) of 1-allyl-4-(5-nitropyridin-2-yl)piperazine from Example 1.1 were dissolved in 150 ml of methanol after which 18 g (79.75 mmol) of tin(II) chloride dihydrate were added and the mixture was stirred at 70° C. for 4 hours. After the solvent had been evaporated down to dryness, water was added to the residue. The aqueous reaction mixture was made alkaline with dilute sodium hydroxide solution and then extracted with ethyl acetate. The solid which had precipitated out was filtered ... Reactants: C(C)(=O)C(CC=CC=1C=C(C(=O)O)C=CC1)CCCC(CCCCC)O (3-(4-Acetyl-8-hydroxy-1-tridecenyl)benzoic acid), [H][H] (hydrogen). Reagents/catalysts: [Pd] (Pd on charcoal). Run in C(C)O (ethanol). The product is C(C)(=O)C(CCCC=1C=C(C(=O)O)C=CC1)CCCC(CCCCC)O (3-(4-Acetyl-8-hydroxytridecyl)benzoic Acid). As a reaction SMILES: [C:1]([CH:4]([CH2:17][CH2:18][CH2:19][CH:20]([OH:26])[CH2:21][CH2:22][CH2:23][CH2:24][CH3:25])[CH2:5][CH:6]=[CH:7][C:8]1[CH:9]=[C:10]([CH:14]=[CH:15][CH:16]=1)[C:11]([OH:13])=[O:12])(=[O:3])[CH3:2].[H][H]>C(O)C.[Pd]>[C:1]([CH:4]([CH2:17][CH2:18][CH2:19][CH:20]([OH:26])[CH2:21][CH2:22][CH2:23][CH2:24][CH3:25])[CH2:5][CH2:6][CH2:7][C:8]1[CH:9]=[C:10]([CH:14]=[CH:15][CH:16]=1)[C:11]([OH:13])=[O:12])(=[O:3])[CH3:2]. Reported procedure: 3-(4-Acetyl-8-hydroxy-1-tridecenyl)benzoic acid (7.2 g., 0.02 mole) in ethanol (75 ml.) is hydrogenated over 1.5 g. of a 5% Pd on charcoal catalyst at 1 atmosphere pressure and room temperature. When the theoretical amount (0.02 mole) of hydrogen has been absorbed, the catalyst is filtered off, the solvent evaporated, and the residue chromatographed on silica gel with 4% methanol in chloroform as the eluant. The title compound is obtained as a colorless, viscous oil. Reactants: [OH-].[Na+] (sodium hydroxide), C1(=CC=CC2=CC=CC=C12)CNC(C1=C(C=CC=C1)[N+](=O)[O-])=O (N-(1-naphthylmethyl)-2-nitrobenzamide). Reagents/catalysts: [Zn] (Zinc). The solvent is O (water), CO (methanol). Yields the product C1(=CC=CC2=CC=CC=C12)CN1NC2=CC=CC=C2C1=O (1,2-dihydro-2-(1-naphthylmethyl)-3H-indazol-3-one). Yield: 44.1%. Reaction SMILES: [OH-].[Na+].[C:3]1([CH2:13][NH:14][C:15](=[O:25])[C:16]2[CH:21]=[CH:20][CH:19]=[CH:18][C:17]=2[N+:22]([O-])=O)[C:12]2[C:7](=[CH:8][CH:9]=[CH:10][CH:11]=2)[CH:6]=[CH:5][CH:4]=1>O.CO.[Zn]>[C:3]1([CH2:13][N:14]2[C:15](=[O:25])[C:16]3[C:17](=[CH:18][CH:19]=[CH:20][CH:21]=3)[NH:22]2)[C:12]2[C:7](=[CH:8][CH:9]=[CH:10][CH:11]=2)[CH:6]=[CH:5][CH:4]=1 |f:0.1|. Procedure details: A solution of sodium hydroxide (4.13 g) in water (80 ml) was added to a solution of N-(1-naphthylmethyl)-2-nitrobenzamide (7.6 g) in methanol (60 ml). Zinc powder (3.35 g) was then added to the mixture which was heated under reflux for 24 hours. After cooling, the zinc residue was separated by filtration and the methanol was partially evaporated. The residual solution was then adjusted to pH7 with hydrochloric acid. The precipitated solid was collected, dried and purified by column chromatograph... Starting materials: Cc1ccc(N(CC(=O)O)S(=O)(=O)c2ccc(C(C)(C)C)cc2)cc1, Clc1ccc(Cl)c(CNC2CC2)c1. Product: Cc1ccc(N(CC(=O)N(Cc2cc(Cl)ccc2Cl)C2CC2)S(=O)(=O)c2ccc(C(C)(C)C)cc2)cc1. Reaction SMILES: [C:1]([CH3:2])([CH3:3])([CH3:4])[c:5]1[cH:6][cH:7][c:8]([S:11](=[O:12])(=[O:13])[N:14]([c:15]2[cH:16][cH:17][c:18]([CH3:21])[cH:19][cH:20]2)[CH2:22][C:23](=[O:24])[OH:25])[cH:9][cH:10]1.[CH:26]1([NH:29][CH2:30][c:31]2[c:32]([Cl:38])[cH:33][cH:34][c:35]([Cl:37])[cH:36]2)[CH2:27][CH2:28]1>>[C:1]([CH3:2])([CH3:3])([CH3:4])[c:5]1[cH:6][cH:7][c:8]([S:11](=[O:12])(=[O:13])[N:14]([c:15]2[cH:16][cH:17][c:18]([CH3:21])[cH:19][cH:20]2)[CH2:22][C:23](=[O:25])[N:29]([CH:26]2[CH2:27][CH2:28]2)[CH2:30][c:31]2[c:32]([Cl:38])[cH:33][cH:34][c:35]([Cl:37])[cH:36]2)[cH:9][cH:10]1. The reactants are C(N)(=O)C1=C(N=C(C(=N1)C1=CC=C(C=C1)B(O)O)C)C (4-(6-carbamoyl-3,5-dimethylpyrazin-2-yl)phenylboronic acid), P(=O)([O-])([O-])[O-].[K+].[K+].[K+] (tripotassium phosphate), FC=1C=C(C=C(C1OS(=O)(=O)C(F)(F)F)F)CC(=O)OC (methyl 2-(3,5-difluoro-4-(trifluoromethylsulfonyloxy)phenyl)acetate), FC=1C=C(C=C(C1OS(=O)(=O)C(F)(F)F)F)CC(=O)OC (methyl 2-(3,5-difluoro-4-(trifluoromethylsulfonyloxy)phenyl)acetate). Reagents/catalysts: Cl[Pd]Cl.C1(=CC=CC=C1)P([C-]1C=CC=C1)C1=CC=CC=C1.[C-]1(C=CC=C1)P(C1=CC=CC=C1)C1=CC=CC=C1.[Fe+2] ((1,1′-bis(diphenylphosphino)ferrocene)-dichloropalladium(II)). Run in C(CCC)#N (butyronitrile). Run at temperature 150 celsius. The product is C(N)(=O)C1=C(N=C(C(=N1)C1=CC=C(C=C1)C1=C(C=C(C=C1F)CC(=O)OC)F)C)C (methyl 2-(4′-(6-carbamoyl-3,5-dimethylpyrazin-2-yl)-2,6-difluorobiphenyl-4-yl)acetate). Isolated yield 25.9%. RXN SMILES: [C:1]([C:4]1[N:9]=[C:8]([C:10]2[CH:15]=[CH:14][C:13](B(O)O)=[CH:12][CH:11]=2)[C:7]([CH3:19])=[N:6][C:5]=1[CH3:20])(=[O:3])[NH2:2].[F:21][C:22]1[CH:23]=[C:24]([CH2:37][C:38]([O:40][CH3:41])=[O:39])[CH:25]=[C:26]([F:36])[C:27]=1OS(C(F)(F)F)(=O)=O.P([O-])([O-])([O-])=O.[K+].[K+].[K+]>C(#N)CCC.Cl[Pd]Cl.C1(P(C2C=CC=CC=2)[C-]2C=CC=C2)C=CC=CC=1.[C-]1(P(C2C=CC=CC=2)C2C=CC=CC=2)C=CC=C1.[Fe+2]>[C:1]([C:4]1[N:9]=[C:8]([C:10]2[CH:15]=[CH:14][C:13]([C:27]3[C:26]([F:36])=[CH:25][C:24]([CH2:37][C:38]([O:40][CH3:41])=[O:39])=[CH:23][C:22]=3[F:21])=[CH:12][CH:11]=2)[C:7]([CH3:19])=[N:6][C:5]=1[CH3:20])(=[O:3])[NH2:2] |f:2.3.4.5,7.8.9.10|. Reported procedure: A solution of 4-(6-carbamoyl-3,5-dimethylpyrazin-2-yl)phenylboronic acid (243 mg, 0.90 mmol), methyl 2-(3,5-difluoro-4-(trifluoromethylsulfonyloxy)phenyl)acetate (Intermediate 24-2; 300 mg, 0.90 mmol) and tripotassium phosphate (286 mg, 1.35 mmol) in butyronitrile (2 mL) was put under vacuum and refilled with nitrogen before addition of (1,1′-bis(diphenylphosphino)ferrocene)-dichloropalladium(II) (DCM adduct) (59.1 mg, 0.07 mmol). The reaction mixture was heated in the microwave at 150° C. for 6... The reactants are ClC1=C(C=C(C=C1)C(C)(C)O)NS(=O)(=O)C1=CC(=C(C=C1)OC)OC (N-[2-chloro-5-(1-hydroxy-1-methyl-ethyl)-phenyl]-3,4-dimethoxy-benzenesulfonamide), ClCC(=O)N(CC)CC (2-Chloro-N,N-diethyl-acetamide), C(=O)([O-])[O-].[K+].[K+] (K2CO3). Run in CN(C)C=O (DMF). Reaction conditions: temperature 80 celsius. Product: ClC1=C(C=C(C=C1)C(C)(C)O)N(CC(=O)N(CC)CC)S(=O)(=O)C1=CC(=C(C=C1)OC)OC (2-[[2-chloro-5-(1-hydroxy-1-methyl-ethyl)-phenyl]-(3,4-dimethoxy-benzenesulfonyl)-amino]-N,N-diethyl-acetamide). Isolated yield 92.2%. As a reaction SMILES: [Cl:1][C:2]1[CH:7]=[CH:6][C:5]([C:8]([OH:11])([CH3:10])[CH3:9])=[CH:4][C:3]=1[NH:12][S:13]([C:16]1[CH:21]=[CH:20][C:19]([O:22][CH3:23])=[C:18]([O:24][CH3:25])[CH:17]=1)(=[O:15])=[O:14].Cl[CH2:27][C:28]([N:30]([CH2:33][CH3:34])[CH2:31][CH3:32])=[O:29].C([O-])([O-])=O.[K+].[K+]>CN(C=O)C>[Cl:1][C:2]1[CH:7]=[CH:6][C:5]([C:8]([OH:11])([CH3:10])[CH3:9])=[CH:4][C:3]=1[N:12]([S:13]([C:16]1[CH:21]=[CH:20][C:19]([O:22][CH3:23])=[C:18]([O:24][CH3:25])[CH:17]=1)(=[O:15])=[O:14])[CH2:27][C:28]([N:30]([CH2:33][CH3:34])[CH2:31][CH3:32])=[O:29] |f:2.3.4|. Procedure: To a solution of N-[2-chloro-5-(1-hydroxy-1-methyl-ethyl)-phenyl]-3,4-dimethoxy-benzenesulfonamide (0.98 g, 2.5 mmol) in DMF (7.5 mL) was added 2-Chloro-N,N-diethyl-acetamide (0.418 g, 1.1 eq) and K2CO3 (0.35 g, 1 eq). The mixture was heated at 80° C. over night, cooled and partitioned between EA and water. The organic layer was washed several times with water and brine, dried over MgSO4 and concentrated. The residue was purified by chromatography on SiO2 (hex/EA 1:1, EA) to give the product as ... The reactants are C(C)OP(=O)(OCC)C/C(=C/C(=O)OCC)/C (ethyl 4-(diethoxyphosphoryl)-3-methyl-but-2E-enoate), ClC1=C(C(=CC=2C(=CCC(C12)(C)C)C(C)C)/C(=C(\C=O)/F)/CC)OCC ((2E)-3-(4-chloro-3-ethoxy-8-isopropyl-5,5-dimethyl-5,6-dihydronaphthalen-2-yl)-2-fluoro-pent-2-enal). Product: ClC1=C(C(=CC=2C(=CCC(C12)(C)C)C(C)C)/C(=C(\C=C\C(=C\C(=O)OCC)\C)/F)/CC)OCC (Ethyl (2E,4E,6E)-7-(4-chloro-3-ethoxy-8-isopropyl-5,5-dimethyl-5,6 dihydronaphthalen-2-yl)-6-fluoro-3-methyl-nona-2,4,6-trienoate). RXN SMILES: C(OP([CH2:9]/[C:10](/[CH3:17])=[CH:11]/[C:12]([O:14][CH2:15][CH3:16])=[O:13])(OCC)=O)C.[Cl:18][C:19]1[C:28]2[C:27]([CH3:30])([CH3:29])[CH2:26][CH:25]=[C:24]([CH:31]([CH3:33])[CH3:32])[C:23]=2[CH:22]=[C:21](/[C:34](/[CH2:39][CH3:40])=[C:35](/[F:38])\[CH:36]=O)[C:20]=1[O:41][CH2:42][CH3:43]>>[Cl:18][C:19]1[C:28]2[C:27]([CH3:30])([CH3:29])[CH2:26][CH:25]=[C:24]([CH:31]([CH3:32])[CH3:33])[C:23]=2[CH:22]=[C:21](/[C:34](/[CH2:39][CH3:40])=[C:35](/[F:38])\[CH:36]=[CH:9]\[C:10](\[CH3:17])=[CH:11]\[C:12]([O:14][CH2:15][CH3:16])=[O:13])[C:20]=1[O:41][CH2:42][CH3:43]. Procedure details: Following General Procedure I-1, ethyl 4-(diethoxyphosphoryl)-3-methyl-but-2E-enoate (139 mg, 0.53 mmol) and (2E)-3-(4-chloro-3-ethoxy-8-isopropyl-5,5-dimethyl-5,6-dihydronaphthalen-2-yl)-2-fluoro-pent-2-enal (Compound A-156, 32 mg, 0.09 mmol) were reacted to give the title compound as a colorless oil after purification by column chromatography (silica gel, 1% to 2% ethyl acetate in hexane).